Dataset: the Open Reaction Database (ORD), a public repository of structured organic reaction records. Task: describe an organic reaction: reactants, conditions, products, and yield Starting materials: NC(=O)Cc1ccc(OCCBr)c2ccoc12, CCNCC, CCOC(C)=O. The product is CCN(CC)CCOc1ccc(CC(N)=O)c2occc12. As a reaction SMILES: [Br:1][CH2:2][CH2:3][O:4][c:5]1[cH:6][cH:7][c:8]([CH2:14][C:15](=[O:16])[NH2:17])[c:9]2[c:10]1[cH:11][cH:12][o:13]2.[CH2:18]([CH3:19])[NH:20][CH2:21][CH3:22].[CH3:23][CH2:24][O:25][C:26](=[O:27])[CH3:28]>>[CH2:2]([CH2:3][O:4][c:5]1[cH:6][cH:7][c:8]([CH2:14][C:15](=[O:16])[NH2:17])[c:9]2[c:10]1[cH:11][cH:12][o:13]2)[N:20]([CH2:18][CH3:19])[CH2:21][CH3:22]. Starting materials: OCC=1C=CC=2C3C(C(NC2C1)=O)CCC3 (7-hydroxymethyl-1,2,3,3a,5,9b-hexahydrocyclopenta[c]quinolin-4-one), C[N+]1(CCOCC1)[O-] (N-methylmorpholin-N-oxide). Reagents/catalysts: [Ru](=O)(=O)(=O)[O-].C(CC)[N+](CCC)(CCC)CCC (tetrapropylammonium perruthenate), [Ru](=O)(=O)(=O)[O-].C(CC)[N+](CCC)(CCC)CCC (TPAP). Solvent: C(Cl)(Cl)Cl.ClCCl.C(C)#N (chloroform dichloromethane acetonitrile). Run at time 1.5 hour. The product is C1CCC2C(NC=3C=C(C=CC3C21)C=O)=O (1,2,3,3a, 5,9b-Hexahydrocyclopenta[c]quinolin-4-one-7-carbaldehyde). Yield: 84.3%. Reaction SMILES: [OH:1][CH2:2][C:3]1[CH:4]=[CH:5][C:6]2[CH:7]3[CH2:16][CH2:15][CH2:14][CH:8]3[C:9](=[O:13])[NH:10][C:11]=2[CH:12]=1.C[N+]1([O-])CCOCC1>C(Cl)(Cl)Cl.ClCCl.C(#N)C.[Ru]([O-])(=O)(=O)=O.C([N+](CCC)(CCC)CCC)CC>[CH2:16]1[CH:7]2[CH:8]([C:9](=[O:13])[NH:10][C:11]3[CH:12]=[C:3]([CH:2]=[O:1])[CH:4]=[CH:5][C:6]=32)[CH2:14][CH2:15]1 |f:2.3.4,5.6|. Procedure: A solution of 187 mg (0.86 mmol) of 7-hydroxymethyl-1,2,3,3a,5,9b-hexahydrocyclopenta[c]quinolin-4-one in 20 ml of chloroform-dichloromethane-acetonitrile (2:1:1) is mixed with 151 mg (1.29 mmol) of N-methylmorpholin-N-oxide and 1.5 g of molecular sieve 4 Å. After 15 mg (0.043 mmol) of tetrapropylammonium perruthenate (TPAP) is added, the batch is stirred for 2.5 hours at room temperature, before another 10 mg (0.028 mmol) of TPAP is added. After 1.5 hours, silica gel is added to the reaction mi... Reactants: [Br-], COC(=O)CC(C)=O, CC(=O)[O-], CCCC[N+](CCCC)(CCCC)CCCC, Cc1ccccc1, Cl, O=CCCSc1ccc(OC(F)(F)C(F)F)cc1, [Na+], [Na+], [OH-], O. The product is CC(=O)CC(O)CCSc1ccc(OC(F)(F)C(F)F)cc1. As a reaction SMILES: [Br-:36].[C:1]([CH2:2][C:3](=[O:4])[CH3:5])([O:6][CH3:7])=[O:8].[CH3:13][C:14](=[O:15])[O-:16].[CH3:37][CH2:38][CH2:39][CH2:40][N+:41]([CH2:42][CH2:43][CH2:44][CH3:45])([CH2:46][CH2:47][CH2:48][CH3:49])[CH2:50][CH2:51][CH2:52][CH3:53].[CH3:54][c:55]1[cH:56][cH:57][cH:58][cH:59][cH:60]1.[ClH:11].[F:17][C:18]([CH:19]([F:20])[F:21])([O:22][c:23]1[cH:24][cH:25][c:26]([S:29][CH2:30][CH2:31][CH:32]=[O:33])[cH:27][cH:28]1)[F:34].[Na+:10].[Na+:12].[OH-:9].[OH2:35]>>[CH2:2]([C:3](=[O:4])[CH3:5])[CH:32]([CH2:31][CH2:30][S:29][c:26]1[cH:25][cH:24][c:23]([O:22][C:18]([F:17])([CH:19]([F:20])[F:21])[F:34])[cH:28][cH:27]1)[OH:33].